This data is from the Open Reaction Database (ORD), a public repository of structured organic reaction records. The task is: describe an organic reaction: reactants, conditions, products, and yield Reactants: Cc1cc(-c2cccc(C(=O)CC(=O)Nc3cc(C(F)(F)F)c(N(C)C(C)C)cc3NC(=O)OC(C)(C)C)c2)on1, ClCCl, O=C(O)C(F)(F)F. Yields the product Cc1cc(-c2cccc(C3=Nc4cc(N(C)C(C)C)c(C(F)(F)F)cc4NC(=O)C3)c2)on1. Reaction SMILES: [C:1]([O:2][C:3](=[O:4])[NH:7][c:8]1[c:9]([NH:23][C:24]([CH2:25][C:26](=[O:5])[c:28]2[cH:29][c:30](-[c:34]3[cH:35][c:36]([CH3:39])[n:37][o:38]3)[cH:31][cH:32][cH:33]2)=[O:40])[cH:10][c:11]([C:19]([F:20])([F:21])[F:22])[c:12]([N:14]([CH3:15])[CH:16]([CH3:17])[CH3:18])[cH:13]1)([CH3:6])([CH3:27])[CH3:41].[Cl:49][CH2:50][Cl:51].[F:42][C:43]([F:44])([F:45])[C:46]([OH:47])=[O:48]>>[N:7]1=[C:26]([c:28]2[cH:29][c:30](-[c:34]3[cH:35][c:36]([CH3:39])[n:37][o:38]3)[cH:31][cH:32][cH:33]2)[CH2:25][C:24](=[O:40])[NH:23][c:9]2[c:8]1[cH:13][c:12]([N:14]([CH3:15])[CH:16]([CH3:17])[CH3:18])[c:11]([C:19]([F:20])([F:21])[F:22])[cH:10]2. Reaction SMILES: [NH:1]1[CH:5]=[N:4][CH:3]=[N:2]1.[H-].[Na+].CS(O[CH2:13][C:14]1([C:18]2[CH:23]=[CH:22][C:21]([Cl:24])=[CH:20][CH:19]=2)[CH2:17][CH2:16][CH2:15]1)(=O)=O>CN(C)C=O>[Cl:24][C:21]1[CH:22]=[CH:23][C:18]([C:14]2([CH2:13][N:1]3[CH:5]=[N:4][CH:3]=[N:2]3)[CH2:17][CH2:16][CH2:15]2)=[CH:19][CH:20]=1 |f:1.2|. Starting materials: CS(=O)(=O)OCC1(CCC1)C1=CC=C(C=C1)Cl ([1-(4-chlorophenyl)-cyclobut-1-yl]-methyl methanesulfonate), N1N=CN=C1 (1,2,4-triazole), [H-].[Na+] (sodium hydride). The yield is 56.5%. Procedure: 4.1 g of 1,2,4-triazole in 15 ml of N,N-dimethylformamide were added to 0.66 g of sodium hydride (80% strength dispersion in mineral oil) in 15 ml of N,N-dimethylformamide at room temperature, under nitrogen. The mixture was stirred for 30 minutes, after which 5.1 g of [1-(4-chlorophenyl)-cyclobut-1-yl]-methyl methanesulfonate in 15 ml of N,N-dimethylformamide were added dropwise, and the mixture was stirred for 24 hours at room temperature and for 12 hours at 100° C., then hydrolyzed with water... Conditions: time 30 minute. Solvent: CN(C=O)C (N,N-dimethylformamide), CN(C=O)C (N,N-dimethylformamide), CN(C=O)C (N,N-dimethylformamide). Product: ClC1=CC=C(C=C1)C1(CCC1)CN1N=CN=C1 (1-(4-chlorophenyl)-1-(1,2,4-triazol-1-ylmethyl)-cyclobutane). Reactants: CNN, CO, ClCCl, CC(C)(C)OC(=O)N1CCC(ON2C(=O)c3ccccc3C2=O)C1. The product is CC(C)(C)OC(=O)N1CCC(ON)C1. Reaction SMILES: [CH3:25][NH:26][NH2:27].[CH3:31][OH:32].[Cl:28][CH2:29][Cl:30].[O:1]=[C:2]1[N:3]([O:12][CH:13]2[CH2:14][N:15]([C:18](=[O:19])[O:20][C:21]([CH3:22])([CH3:23])[CH3:24])[CH2:16][CH2:17]2)[C:10](=[O:11])[c:5]2[c:4]1[cH:9][cH:8][cH:7][cH:6]2>>[NH2:3][O:12][CH:13]1[CH2:14][N:15]([C:18](=[O:19])[O:20][C:21]([CH3:22])([CH3:23])[CH3:24])[CH2:16][CH2:17]1. Reactants: O=C(O)c1nc(Br)cs1, CO, NN, O, O=S(Cl)Cl. The product is NNC(=O)c1nc(Br)cs1. RXN SMILES: [Br:1][c:2]1[n:3][c:4]([C:7](=[O:8])[OH:9])[s:5][cH:6]1.[CH3:17][OH:18].[NH2:15][NH2:16].[OH2:14].[S:10]([Cl:11])([Cl:12])=[O:13]>>[Br:1][c:2]1[n:3][c:4]([C:7](=[O:9])[NH:15][NH2:16])[s:5][cH:6]1. The reactants are COc1cccc(C(=O)c2cccc(OC)c2)c1, CI, I. Yields the product COc1cccc(C(C)(O)c2cccc(OC)c2)c1. RXN SMILES: [CH3:4][O:5][c:6]1[cH:7][c:8]([C:9](=[O:10])[c:11]2[cH:12][c:13]([O:17][CH3:18])[cH:14][cH:15][cH:16]2)[cH:19][cH:20][cH:21]1.[I:1][CH3:2].[I:3]>>[CH3:2][C:9]([c:8]1[cH:7][c:6]([O:5][CH3:4])[cH:21][cH:20][cH:19]1)([OH:10])[c:11]1[cH:12][c:13]([O:17][CH3:18])[cH:14][cH:15][cH:16]1. Starting materials: C(C1=CC=CC=C1)C([C@@H](CC1=CC=C(C=C1)Cl)NC(OC(C)(C)C)=O)C(=O)N1C[C@@H](CCC1)C1=NC2=C(N1CCCOC)C=CC=C2 (tert-Butyl (R)-3-benzyl-1-(4-chlorophenyl)-4-((R)-3-(1-(3-methoxypropyl)-1H-benzo[d]imidazol-2-yl)piperidin-1-yl)-4-oxobutan-2-ylcarbamate), TEA. The solvent is C(Cl)Cl (DCM). Conditions: time 1 hour. Product: NC([C@H](C(=O)N1C[C@@H](CCC1)C1=NC2=C(N1CCCOC)C=CC=C2)CC2=CC=CC=C2)CC2=CC=C(C=C2)Cl ((R)-3-amino-2-benzyl-4-(4-chlorophenyl)-1-((R)-3-(1-(3-methoxypropyl)-1H-benzo[d]imidazol-2-yl)piperidin-1-yl)butan-1-one). The yield is 6.4%. RXN SMILES: [CH2:1]([CH:8]([C:26]([N:28]1[CH2:33][CH2:32][CH2:31][C@@H:30]([C:34]2[N:38]([CH2:39][CH2:40][CH2:41][O:42][CH3:43])[C:37]3[CH:44]=[CH:45][CH:46]=[CH:47][C:36]=3[N:35]=2)[CH2:29]1)=[O:27])[C@H:9]([NH:18]C(=O)OC(C)(C)C)[CH2:10][C:11]1[CH:16]=[CH:15][C:14]([Cl:17])=[CH:13][CH:12]=1)[C:2]1[CH:7]=[CH:6][CH:5]=[CH:4][CH:3]=1>C(Cl)Cl>[NH2:18][CH:9]([CH2:10][C:11]1[CH:16]=[CH:15][C:14]([Cl:17])=[CH:13][CH:12]=1)[C@@H:8]([CH2:1][C:2]1[CH:3]=[CH:4][CH:5]=[CH:6][CH:7]=1)[C:26]([N:28]1[CH2:33][CH2:32][CH2:31][C@@H:30]([C:34]2[N:38]([CH2:39][CH2:40][CH2:41][O:42][CH3:43])[C:37]3[CH:44]=[CH:45][CH:46]=[CH:47][C:36]=3[N:35]=2)[CH2:29]1)=[O:27]. Procedure: tert-Butyl (R)-3-benzyl-1-(4-chlorophenyl)-4-((R)-3-(1-(3-methoxypropyl)-1H-benzo[d]imidazol-2-yl)piperidin-1-yl)-4-oxobutan-2-ylcarbamate (131B) (0.25 mmole, 165 mg) in DCM (10 mL) was added TEA (2 mL). The reaction solution was stirred at rt for 1 hr and then concentrated in vacuo. The residue was purified by preparative LC/MS (25-30% CH3CN in H2O) to afford (R)-3-amino-2-benzyl-4-(4-chlorophenyl)-1-((R)-3-(1-(3-methoxypropyl)-1H-benzo[d]imidazol-2-yl)piperidin-1-yl)butan-1-one (240) (0.016 mm... Reactants: Clc1cccc(Cl)c1-c1noc(C2CC2)c1CBr, Cc1cc(O)ccc1Br, O=C([O-])[O-], CN(C)C=O, [K+], [K+]. Product: Cc1cc(OCc2c(-c3c(Cl)cccc3Cl)noc2C2CC2)ccc1Br. As a reaction SMILES: [Br:10][CH2:11][c:12]1[c:13](-[c:20]2[c:21]([Cl:27])[cH:22][cH:23][cH:24][c:25]2[Cl:26])[n:14][o:15][c:16]1[CH:17]1[CH2:18][CH2:19]1.[Br:1][c:2]1[c:3]([CH3:9])[cH:4][c:5]([OH:8])[cH:6][cH:7]1.[C:28](=[O:29])([O-:30])[O-:31].[CH3:34][N:35]([CH3:36])[CH:37]=[O:38].[K+:32].[K+:33]>>[Br:1][c:2]1[c:3]([CH3:9])[cH:4][c:5]([O:8][CH2:11][c:12]2[c:13](-[c:20]3[c:21]([Cl:27])[cH:22][cH:23][cH:24][c:25]3[Cl:26])[n:14][o:15][c:16]2[CH:17]2[CH2:18][CH2:19]2)[cH:6][cH:7]1. Starting materials: Cn1cc(C(=O)Nc2cc(F)c(Oc3ccnc(N(C(=O)OC(C)(C)C)C(=O)OC(C)(C)C)c3-c3cnn(C)c3)cc2F)c(=O)c(-c2ccc(F)cc2)c1, ClCCl, O=C(O)C(F)(F)F. The product is Cn1cc(C(=O)Nc2cc(F)c(Oc3ccnc(N)c3-c3cnn(C)c3)cc2F)c(=O)c(-c2ccc(F)cc2)c1. RXN SMILES: [CH3:1][C:2]([CH3:3])([O:4][C:5]([N:7]([C:6]([O:47][C:48]([CH3:49])([CH3:50])[CH3:51])=[O:52])[c:8]1[n:9][cH:10][cH:11][c:12]([O:20][c:21]2[cH:22][c:23]([F:46])[c:24]([NH:28][C:29](=[O:30])[c:31]3[cH:32][n:33]([CH3:45])[cH:34][c:35](-[c:38]4[cH:39][cH:40][c:41]([F:44])[cH:42][cH:43]4)[c:36]3=[O:37])[cH:25][c:26]2[F:27])[c:13]1-[c:14]1[cH:15][n:16][n:17]([CH3:19])[cH:18]1)=[O:53])[CH3:54].[Cl:62][CH2:63][Cl:64].[F:55][C:56]([F:57])([F:58])[C:59]([OH:60])=[O:61]>>[NH2:7][c:8]1[n:9][cH:10][cH:11][c:12]([O:20][c:21]2[cH:22][c:23]([F:46])[c:24]([NH:28][C:29](=[O:30])[c:31]3[cH:32][n:33]([CH3:45])[cH:34][c:35](-[c:38]4[cH:39][cH:40][c:41]([F:44])[cH:42][cH:43]4)[c:36]3=[O:37])[cH:25][c:26]2[F:27])[c:13]1-[c:14]1[cH:15][n:16][n:17]([CH3:19])[cH:18]1. Reactants: C(C)(C)(C)OC(N[C@@H]1[C@H](CC=2N(C1)C1=C(N2)C(=CC(=N1)C)Cl)C1=C(C=C(C(=C1)F)F)F)=O (tert-Butyl[(7R,8R)-4-chloro-2-methyl-7-(2,4,5-trifluorophenyl)-6,7,8,9-tetrahydropyrido[3′,2′:4,5]imidazo[1,2-a]pyridin-8-yl]carbamate). Reagents/catalysts: [OH-].[OH-].[Pd+2] (palladium hydroxide on carbon). Run in CO (methanol). Reaction conditions: time 1 hour. Product: C(C)(C)(C)OC(N[C@@H]1[C@H](CC=2N(C1)C1=C(N2)C=CC(=N1)C)C1=C(C=C(C(=C1)F)F)F)=O (tert-Butyl[(7R,8R)-2-methyl-7-(2,4,5-trifluorophenyl)-6,7,8,9-tetrahydropyrido[3′,2′:4,5]imidazo[1,2-a]pyridin-8-yl]carbamate). RXN SMILES: [C:1]([O:5][C:6](=[O:32])[NH:7][C@H:8]1[CH2:13][N:12]2[C:14]3[N:20]=[C:19]([CH3:21])[CH:18]=[C:17](Cl)[C:15]=3[N:16]=[C:11]2[CH2:10][C@@H:9]1[C:23]1[CH:28]=[C:27]([F:29])[C:26]([F:30])=[CH:25][C:24]=1[F:31])([CH3:4])([CH3:3])[CH3:2]>CO.[OH-].[OH-].[Pd+2]>[C:1]([O:5][C:6](=[O:32])[NH:7][C@H:8]1[CH2:13][N:12]2[C:14]3[N:20]=[C:19]([CH3:21])[CH:18]=[CH:17][C:15]=3[N:16]=[C:11]2[CH2:10][C@@H:9]1[C:23]1[CH:28]=[C:27]([F:29])[C:26]([F:30])=[CH:25][C:24]=1[F:31])([CH3:4])([CH3:2])[CH3:3] |f:2.3.4|. Reported procedure: To 19 mg (0.04 mmol) of the product from Step A in 4 mL of methanol was added 10 mg of 20% palladium hydroxide on carbon. The reaction mixture was purged with hydrogen gas and held under 1 atmosphere of hydrogen for 1 h. The mixture was filtered through a pad of Celite and the filter cake was successively washed with three 4-mL portions of methanol. The combined filtrate and washings were concentrated and used without further purification. LC/MS 433.1 (M+1). Yields the product O=c1[nH]nc(Cl)c2cc(NCc3cccc(N4CCOCC4)c3)ccc12. RXN SMILES: [Br:1][c:2]1[cH:3][c:4]2[c:5]([Cl:13])[n:6][nH:7][c:8](=[O:12])[c:9]2[cH:10][cH:11]1.[CH3:28][CH2:29][O:30][C:31]([CH3:32])=[O:33].[O:14]1[CH2:15][CH2:16][N:17]([c:20]2[cH:21][c:22]([CH2:23][NH2:24])[cH:25][cH:26][cH:27]2)[CH2:18][CH2:19]1.[O:36]=[C:37]([CH:38]=[CH:39][c:40]1[cH:41][cH:42][cH:43][cH:44][cH:45]1)[CH:46]=[CH:47][c:48]1[cH:49][cH:50][cH:51][cH:52][cH:53]1.[O:54]=[C:55]([CH:56]=[CH:57][c:58]1[cH:59][cH:60][cH:61][cH:62][cH:63]1)[CH:64]=[CH:65][c:66]1[cH:67][cH:68][cH:69][cH:70][cH:71]1.[O:72]=[C:73]([CH:74]=[CH:75][c:76]1[cH:77][cH:78][cH:79][cH:80][cH:81]1)[CH:82]=[CH:83][c:84]1[cH:85][cH:86][cH:87][cH:88][cH:89]1.[Pd:34].[Pd:35]>>[c:2]1([NH:24][CH2:23][c:22]2[cH:21][c:20]([N:17]3[CH2:16][CH2:15][O:14][CH2:19][CH2:18]3)[cH:27][cH:26][cH:25]2)[cH:3][c:4]2[c:5]([Cl:13])[n:6][nH:7][c:8](=[O:12])[c:9]2[cH:10][cH:11]1. Starting materials: O=c1[nH]nc(Cl)c2cc(Br)ccc12, CCOC(C)=O, NCc1cccc(N2CCOCC2)c1, O=C(C=Cc1ccccc1)C=Cc1ccccc1, O=C(C=Cc1ccccc1)C=Cc1ccccc1, O=C(C=Cc1ccccc1)C=Cc1ccccc1, [Pd], [Pd].